From a dataset of the Open Reaction Database (ORD), a public repository of structured organic reaction records. describe an organic reaction: reactants, conditions, products, and yield Reactants: O=C1CCC2CN(Cc3ccccc3)CCN12, CO, O=C[O-], [NH4+]. The product is O=C1CCC2CNCCN12. Reaction SMILES: [CH2:1]([c:2]1[cH:3][cH:4][cH:5][cH:6][cH:7]1)[N:8]1[CH2:9][CH:10]2[N:11]([CH2:12][CH2:13]1)[C:14](=[O:17])[CH2:15][CH2:16]2.[CH3:22][OH:23].[CH:18]([O-:19])=[O:20].[NH4+:21]>>[NH:8]1[CH2:9][CH:10]2[N:11]([CH2:12][CH2:13]1)[C:14](=[O:17])[CH2:15][CH2:16]2. The reactants are N([C@@H](CCC(N)=O)C(=O)O)C(=O)OC(C)(C)C (BOC-L-Gln), CO (MeOH), [N+](=[N-])=C (diazomethane). Solvent: CCOCC (Et2O). Product: N([C@@H](CCC(N)=O)C(=O)OC)C(=O)OC(C)(C)C (BOC-L-Gln-OMe). Isolated yield 100.0%. Reaction SMILES: [NH:1]([C:11]([O:13][C:14]([CH3:17])([CH3:16])[CH3:15])=[O:12])[C@H:2]([C:8]([OH:10])=[O:9])[CH2:3][CH2:4][C:5](=[O:7])[NH2:6].CO.[N+](=[CH2:22])=[N-]>CCOCC>[NH:1]([C:11]([O:13][C:14]([CH3:17])([CH3:16])[CH3:15])=[O:12])[C@H:2]([C:8]([O:10][CH3:22])=[O:9])[CH2:3][CH2:4][C:5](=[O:7])[NH2:6]. Procedure details: To a solution of BOC-L-Gln (20 g, 81 mmol) in 50 mL of EtOAC and MeOH at 0° C. was added diazomethane in 250 mL of Et2O with stirring. The resulting yellow solution was stirred at 0° C. for 5 minutes and then warmed up to room temperature and stirred for 20 minutes. Argon gas was then bubbled through the yellow reaction mixture to remove excess diazomethane. The crude product was concentrated and purified by crystallization from methyl-tert-butyl ether. Yield 100%. 1H NMR (CDCl3) δ 1.45 (s, 9H),... Starting materials: L-thioproline ethyl, COC=1C=C2CCC(CC2=CC1)CC(=O)O (6-methoxy-1,2,3,4-tetrahydronaphthalen-2-ylacetic acid), COC([C@H]1NCCC1)=O (L-proline methyl ester), C1(CCC2=CC=CC=C12)CC(=O)O (2-indanylacetic acid). Product: COC([C@H]1N(CCC1)C(CC1CC2=CC=C(C=C2CC1)OC)=O)=O (1-(6-methoxy-1,2,3,4 tetrahydronaphthalen-2-ylacetyl)-L-proline methyl ester). Isolated yield 79.0%. As a reaction SMILES: [CH3:1][O:2][C:3]1[CH:4]=[C:5]2[C:10](=[CH:11][CH:12]=1)[CH2:9][CH:8]([CH2:13][C:14]([OH:16])=O)[CH2:7][CH2:6]2.[CH3:17][O:18][C:19](=[O:25])[C@@H:20]1[CH2:24][CH2:23][CH2:22][NH:21]1.C1(CC(O)=O)C2C(=CC=CC=2)CC1>>[CH3:17][O:18][C:19](=[O:25])[C@@H:20]1[CH2:24][CH2:23][CH2:22][N:21]1[C:14](=[O:16])[CH2:13][CH:8]1[CH2:7][CH2:6][C:5]2[C:10](=[CH:11][CH:12]=[C:3]([O:2][CH3:1])[CH:4]=2)[CH2:9]1. Procedure: 1-(6-methoxy-1,2,3,4 tetrahydronaphthalen-2-ylacetyl)-L-proline methyl ester was prepared as an oily substance in the same manner as Reference Example 1, except that 6-methoxy-1,2,3,4-tetrahydronaphthalen-2-ylacetic acid and L-proline methyl ester were used instead of 2-indanylacetic acid and L-thioproline ethyl este respectively (yield: 79%).